This data is from the Open Reaction Database (ORD), a public repository of structured organic reaction records. The task is: describe an organic reaction: reactants, conditions, products, and yield The reactants are C(CC)OC1=C(C(=O)OC)C=CC=C1 (methyl 2-(propyloxy)benzoate), [OH-].[Na+] (sodium hydroxide), Cl (hydrochloric acid). The solvent is CO (methanol). Run at temperature 60 celsius, time 2 hour. Yields the product C(CC)OC1=C(C(=O)O)C=CC=C1 (2-(propyloxy)benzoic acid). The yield is 96.9%. As a reaction SMILES: [CH2:1]([O:4][C:5]1[CH:14]=[CH:13][CH:12]=[CH:11][C:6]=1[C:7]([O:9]C)=[O:8])[CH2:2][CH3:3].[OH-].[Na+].Cl>CO>[CH2:1]([O:4][C:5]1[CH:14]=[CH:13][CH:12]=[CH:11][C:6]=1[C:7]([OH:9])=[O:8])[CH2:2][CH3:3] |f:1.2|. Reported procedure: To a solution of methyl 2-(propyloxy)benzoate (841 mg) in methanol (20 ml) was added 2N sodium hydroxide solution (5 ml) and the mixture was stirred at 60° C. for 2 hours. The reaction mixture was acidified with 6N hydrochloric acid to pH 4 and organic solvent was removed by evaporation. The aqueous layer was diluted with water and extracted with chloroform. The extract was washed with brine, dried over magnesium sulfate, and evaporated in vacuo to give 2-(propyloxy)benzoic acid as colorless oil...